This data is from the Open Reaction Database (ORD), a public repository of structured organic reaction records. The task is: describe an organic reaction: reactants, conditions, products, and yield The reactants are CN(C)C=O, CC1(C)OB(c2ccc(C(N)=O)cc2)OC1(C)C, Fc1ccc(-c2nn(C(c3ccccc3)(c3ccccc3)c3ccccc3)cc2-c2ccc3ncc(I)n3c2)cc1, [K+], [K+], [K+], O=P([O-])([O-])[O-], c1ccc(P(c2ccccc2)(c2ccccc2)[Pd](P(c2ccccc2)(c2ccccc2)c2ccccc2)(P(c2ccccc2)(c2ccccc2)c2ccccc2)P(c2ccccc2)(c2ccccc2)c2ccccc2)cc1. Product: NC(=O)c1ccc(-c2cnc3ccc(-c4cn(C(c5ccccc5)(c5ccccc5)c5ccccc5)nc4-c4ccc(F)cc4)cn23)cc1. Reaction SMILES: [CH3:145][N:146]([CH3:147])[CH:148]=[O:149].[CH3:1][C:2]1([CH3:3])[C:4]([CH3:5])([CH3:6])[O:7][B:8]([c:9]2[cH:10][cH:11][c:12]([C:13](=[O:14])[NH2:15])[cH:16][cH:17]2)[O:18]1.[F:19][c:20]1[cH:21][cH:22][c:23](-[c:26]2[n:27][n:28]([C:41]([c:42]3[cH:43][cH:44][cH:45][cH:46][cH:47]3)([c:48]3[cH:49][cH:50][cH:51][cH:52][cH:53]3)[c:54]3[cH:55][cH:56][cH:57][cH:58][cH:59]3)[cH:29][c:30]2-[c:31]2[cH:32][cH:33][c:34]3[n:35]([cH:36]2)[c:37]([I:40])[cH:38][n:39]3)[cH:24][cH:25]1.[K+:65].[K+:66].[K+:67].[P:60]([O-:61])([O-:62])([O-:63])=[O:64].[cH:68]1[cH:69][cH:70][c:71]([P:72]([Pd:73]([P:74]([c:75]2[cH:76][cH:77][cH:78][cH:79][cH:80]2)([c:81]2[cH:82][cH:83][cH:84][cH:85][cH:86]2)[c:87]2[cH:88][cH:89][cH:90][cH:91][cH:92]2)([P:93]([c:94]2[cH:95][cH:96][cH:97][cH:98][cH:99]2)([c:100]2[cH:101][cH:102][cH:103][cH:104][cH:105]2)[c:106]2[cH:107][cH:108][cH:109][cH:110][cH:111]2)[P:112]([c:113]2[cH:114][cH:115][cH:116][cH:117][cH:118]2)([c:119]2[cH:120][cH:121][cH:122][cH:123][cH:124]2)[c:125]2[cH:126][cH:127][cH:128][cH:129][cH:130]2)([c:131]2[cH:132][cH:133][cH:134][cH:135][cH:136]2)[c:137]2[cH:138][cH:139][cH:140][cH:141][cH:142]2)[cH:143][cH:144]1>>[c:9]1(-[c:37]2[n:35]3[c:34]([cH:33][cH:32][c:31](-[c:30]4[c:26](-[c:23]5[cH:22][cH:21][c:20]([F:19])[cH:25][cH:24]5)[n:27][n:28]([C:41]([c:42]5[cH:43][cH:44][cH:45][cH:46][cH:47]5)([c:48]5[cH:49][cH:50][cH:51][cH:52][cH:53]5)[c:54]5[cH:55][cH:56][cH:57][cH:58][cH:59]5)[cH:29]4)[cH:36]3)[n:39][cH:38]2)[cH:10][cH:11][c:12]([C:13](=[O:14])[NH2:15])[cH:16][cH:17]1.